This data is from the Open Reaction Database (ORD), a public repository of structured organic reaction records. The task is: describe an organic reaction: reactants, conditions, products, and yield The reactants are C (charcoal), C(CCCCCCCCCC)C#N (undecyl cyanide), C(CN)N (ethylenediamine), Cl (hydrochloric acid). Solvent: C(=S)=S (carbon disulfide). Reaction conditions: temperature 125 celsius. Product: C(CCCCCCCCCC)C=1NCCN1 (2-Undecyl-2-imidazoline). As a reaction SMILES: [CH2:1]([C:12]#[N:13])[CH2:2][CH2:3][CH2:4][CH2:5][CH2:6][CH2:7][CH2:8][CH2:9][CH2:10][CH3:11].[CH2:14](N)[CH2:15][NH2:16].Cl.C>C(=S)=S>[CH2:1]([C:12]1[NH:13][CH2:14][CH2:15][N:16]=1)[CH2:2][CH2:3][CH2:4][CH2:5][CH2:6][CH2:7][CH2:8][CH2:9][CH2:10][CH3:11]. Procedure: 18.32 g (100 mmoles) of undecyl cyanide, 8.5 ml (127 mmole) of ethylenediamine and 0.5 ml of carbon disulfide were mixed and heated in an oil bath at 125° C. for 24 hours. The reaction mixture was cooled, treated with dilute hydrochloric acid and treated with charcoal. The light yellow filtrate was basified and extracted with ethyl acetate, the organic extracts dried over magnesium sulfate and concentrated. The residue was Kugelrohr distilled and then recrystallized from toluene. Yield 13.7 g (6... The reactants are C(#N)CC(=O)Cl (cyanoacetyl chloride), CC(=O)OCC1=C(N2[C@@H]([C@@H](C2=O)N)SC1)C(=O)O (7-aminocephalosporanic acid), C(C)N(P1OCCO1)CC (2-diethylamino-1,3,2-dioxaphospholane), C[Si](Cl)(C)C (trimethylchlorosilane). Solvent: C(Cl)Cl (methylene chloride), C(Cl)Cl (methylene chloride). Reaction conditions: time 16 hour. The product is CC(=O)OCC1=C(N2[C@@H]([C@@H](C2=O)NC(=O)CC#N)SC1)C(=O)O (Cephacetril). RXN SMILES: [CH3:1][C:2]([O:4][CH2:5][C:6]1[CH2:15][S:14][C@@H:9]2[C@H:10]([NH2:13])[C:11](=[O:12])[N:8]2[C:7]=1[C:16]([OH:18])=[O:17])=[O:3].C(N(CC)P1OCCO1)C.C[Si](C)(C)Cl.[C:34]([CH2:36][C:37](Cl)=[O:38])#[N:35]>C(Cl)Cl>[CH3:1][C:2]([O:4][CH2:5][C:6]1[CH2:15][S:14][C@@H:9]2[C@H:10]([NH:13][C:37]([CH2:36][C:34]#[N:35])=[O:38])[C:11](=[O:12])[N:8]2[C:7]=1[C:16]([OH:18])=[O:17])=[O:3]. Procedure: 2.72 g (10 mmol) of 7-aminocephalosporanic acid are suspended in 50 ml of dry methylene chloride. 1.5 ml (10 mmol) of 2-diethylamino-1,3,2-dioxaphospholane and 1.33 ml (10.5 mmol) of trimethylchlorosilane are added under nitrogen at room temperature. The reaction mixture is stirred for 16 hours at room temperature. After cooling to 0° C, a solution of 10 mmol of cyanoacetyl chloride in 6 ml of methylene chloride is added over 5 minutes. Reaction SMILES: [CH3:1][O:2][C:3](=[O:13])[C:4]1[C:5](=[CH:7][C:8]([O:11][CH3:12])=[CH:9][CH:10]=1)[NH2:6].S(Cl)([Cl:17])(=O)=O>>[CH3:1][O:2][C:3](=[O:13])[C:4]1[C:5](=[CH:7][C:8]([O:11][CH3:12])=[C:9]([Cl:17])[CH:10]=1)[NH2:6]. The product is COC(C=1C(N)=CC(=C(C1)Cl)OC)=O (methyl-4-methoxy-5-chloroanthranilate). Reactants: COC(C=1C(N)=CC(=CC1)OC)=O (methyl-4-methoxyanthranilate), S(=O)(=O)(Cl)Cl (sulfuryl chloride). Yield: 90.0%. Reported procedure: Treatment of methyl-4-methoxyanthranilate with sulfuryl chloride as described above afforded methyl-4-methoxy-5-chloroanthranilate, M.P., 197°-200° C. in 90% yield. Reactants: CC[N+](CC)(CC)S(=O)(=O)NC(=O)OC, ClCCl, C1CCOC1, [OH-], COC(=O)C(CO)NC(=O)c1ncn2c1CN(C)C(=O)c1ccccc1-2. Product: COC(=O)C1COC(c2ncn3c2CN(C)C(=O)c2ccccc2-3)=N1. Reaction SMILES: [CH3:28][O:29][C:30]([NH:31][S:32]([N+:33]([CH2:34][CH3:35])([CH2:36][CH3:37])[CH2:38][CH3:39])(=[O:40])=[O:41])=[O:42].[Cl:48][CH2:49][Cl:50].[O:43]1[CH2:44][CH2:45][CH2:46][CH2:47]1.[OH-:27].[OH:1][CH2:2][CH:3]([C:4](=[O:5])[O:6][CH3:7])[NH:8][C:9](=[O:10])[c:11]1[n:12][cH:13][n:14]2[c:15]1[CH2:16][N:17]([CH3:26])[C:18](=[O:25])[c:19]1[c:20]-2[cH:21][cH:22][cH:23][cH:24]1>>[O:1]1[CH2:2][CH:3]([C:4](=[O:5])[O:6][CH3:7])[N:8]=[C:9]1[c:11]1[n:12][cH:13][n:14]2[c:15]1[CH2:16][N:17]([CH3:26])[C:18](=[O:25])[c:19]1[c:20]-2[cH:21][cH:22][cH:23][cH:24]1. Starting materials: NC=1C=2N(C=CN1)C(=NC2C2=CC=C1C=CC(=NC1=C2)C2=CC=CC=C2)[C@H]2C[C@H](C2)C(=O)N (cis-3-[8-amino-1-(2-phenyl-quinolin-7-yl)-imidazo[1,5-a]pyrazin-3-yl]-cyclobutanecarboxylic acid amide), [OH-].[Na+] (NaOH), amide, ester, amide. Solvent: C1CCOC1 (THF), CO (MeOH). Reaction conditions: time 3 hour. Product: NC=1C=2N(C=CN1)C(=NC2C2=CC=C1C=CC(=NC1=C2)C2=CC=CC=C2)[C@H]2C[C@H](C2)C(=O)O (cis-3-[8-Amino-1-(2-phenyl-quinolin-7-yl)-imidazo[1,5-a]pyrazin-3-yl]-cyclobutanecarboxylic acid). As a reaction SMILES: [NH2:1][C:2]1[C:3]2[N:4]([C:8]([C@@H:27]3[CH2:30][C@H:29]([C:31](N)=[O:32])[CH2:28]3)=[N:9][C:10]=2[C:11]2[CH:20]=[C:19]3[C:14]([CH:15]=[CH:16][C:17]([C:21]4[CH:26]=[CH:25][CH:24]=[CH:23][CH:22]=4)=[N:18]3)=[CH:13][CH:12]=2)[CH:5]=[CH:6][N:7]=1.[OH-:34].[Na+]>C1COCC1.CO>[NH2:1][C:2]1[C:3]2[N:4]([C:8]([C@@H:27]3[CH2:30][C@H:29]([C:31]([OH:32])=[O:34])[CH2:28]3)=[N:9][C:10]=2[C:11]2[CH:20]=[C:19]3[C:14]([CH:15]=[CH:16][C:17]([C:21]4[CH:22]=[CH:23][CH:24]=[CH:25][CH:26]=4)=[N:18]3)=[CH:13][CH:12]=2)[CH:5]=[CH:6][N:7]=1 |f:1.2|. Procedure details: This compound was prepared utilizing the same procedures as those used for the synthesis of cis-3-[8-amino-1-(2-phenyl-quinolin-7-yl)-imidazo[1,5-a]pyrazin-3-yl]-cyclobutanecarboxylic acid amide except the reaction was monitored at short intervals to minimize the amide formation. The reaction generated a mixture of ester and amide (2:1), which was treated with NaOH (0.15 mL) in THF (0.95 mL) and MeOH (1 mL). The reaction was left to stir at rt for 3 h. The mixture was concentrated in vacuo, dilu...